Dataset: the Open Reaction Database (ORD), a public repository of structured organic reaction records. Task: describe an organic reaction: reactants, conditions, products, and yield Starting materials: CCOC(CBr)OCC, O=C1NC(=O)c2ccccc21, [K], CN(C)C=O. Product: CCOC(CN1C(=O)c2ccccc2C1=O)OCC. Reaction SMILES: [Br:13][CH2:14][CH:15]([O:16][CH2:17][CH3:18])[O:19][CH2:20][CH3:21].[C:1]1(=[O:11])[c:2]2[c:3]([cH:7][cH:8][cH:9][cH:10]2)[C:4](=[O:6])[NH:5]1.[K:12].[O:22]=[CH:23][N:24]([CH3:25])[CH3:26]>>[C:1]1(=[O:11])[c:2]2[c:3]([cH:7][cH:8][cH:9][cH:10]2)[C:4](=[O:6])[N:5]1[CH2:14][CH:15]([O:16][CH2:17][CH3:18])[O:19][CH2:20][CH3:21].